From a dataset of the Open Reaction Database (ORD), a public repository of structured organic reaction records. describe an organic reaction: reactants, conditions, products, and yield Procedure: N-{5-[2-Bromo-5-(4-hydroxy-cyclohexylsulfamoyl)-thiophen-3-yl]-4-methyl-thiazo-2-yl}-acetamide obtained in Step I as described above (120 mg; 0.24 mmol; 1 eq), is dissolved anhydrous TBF (10 ml). The reaction mixture is cooled down to −70° C. and put under nitrogen. n-Butyllithium (1.5 ml; 1.6 M; 2.43 mmol; 8 eq) is added dropwise. The reaction is stirred overnight and quenched with water. Solvents are evaporated and the resulting crude product is purified by preparative HPLC, affording Compound... Product: O[C@H]1CC[C@H](CC1)NS(=O)(=O)C1=CC(=CS1)C1=C(N=C(S1)NC(C)=O)C (N-[5-(5-{[(cis-4-hydroxycyclohexyl)amino]sulfonyl}-3-thienyl)-4-methyl-1,3-thiazol-2-yl]acetamide). Conditions: temperature -70 celsius, time 8 hour. Starting materials: BrC=1SC(=CC1C1=C(N=C(S1)NC(C)=O)C)S(NC1CCC(CC1)O)(=O)=O (N-{5-[2-Bromo-5-(4-hydroxy-cyclohexylsulfamoyl)-thiophen-3-yl]-4-methyl-thiazol-2-yl}-acetamide), C(CCC)[Li] (n-Butyllithium). As a reaction SMILES: Br[C:2]1[S:3][C:4]([S:17](=[O:27])(=[O:26])[NH:18][CH:19]2[CH2:24][CH2:23][CH:22]([OH:25])[CH2:21][CH2:20]2)=[CH:5][C:6]=1[C:7]1[S:11][C:10]([NH:12][C:13](=[O:15])[CH3:14])=[N:9][C:8]=1[CH3:16].C([Li])CCC>>[OH:25][C@@H:22]1[CH2:23][CH2:24][C@H:19]([NH:18][S:17]([C:4]2[S:3][CH:2]=[C:6]([C:7]3[S:11][C:10]([NH:12][C:13](=[O:15])[CH3:14])=[N:9][C:8]=3[CH3:16])[CH:5]=2)(=[O:26])=[O:27])[CH2:20][CH2:21]1. Run in TBF. Reactants: CC1=CC=CC(=N1)C(=O)O (6-methyl-2-pyridylcarboxylic acid), C(C(=O)Cl)(=O)Cl (oxalyl chloride). Run in C1=CC=CC=C1 (benzene), C1=CC=CC=C1 (benzene), C1=CC=CC=C1 (benzene). Reaction conditions: time 1 hour. Product: C(C1=CC=CC=C1)(=O)C1=CC=CC(=N1)C (6-benzoyl-2-methylpyridine). Reaction SMILES: [CH3:1][C:2]1[N:7]=[C:6]([C:8]([OH:10])=O)[CH:5]=[CH:4][CH:3]=1.[C:11](Cl)(=O)[C:12](Cl)=O>C1C=CC=CC=1>[C:8]([C:6]1[N:7]=[C:2]([CH3:1])[CH:3]=[CH:4][CH:5]=1)(=[O:10])[C:12]1[CH:11]=[CH:4][CH:3]=[CH:2][CH:1]=1. Reported procedure: To 15 g of 6-methyl-2-pyridylcarboxylic acid (122 mmol) in 200 ml benzene is added dropwise 19.1 g (150 mmol) oxalyl chloride (dissolved in 30 ml benzene) with ice bath cooling. The solution is allowed to come to RT and is stirred 1 hour, after which it is stripped, 100 ml of benzene is added, and it is stripped again. The residue is taken up in 200 ml benzene and 41 g of aluminumtrichloride (310 mmol) is added in portions over a 3 hour period with ice bath cooling. The solution is heated to 25°...